Dataset: the Open Reaction Database (ORD), a public repository of structured organic reaction records. Task: describe an organic reaction: reactants, conditions, products, and yield The reactants are BrC=1C=C(C=NC1)C(C)NS(=O)(=O)CC (N-(1-(5-bromopyridin-3-yl)ethyl)ethanesulfonamide), ICC (iodoethane), [H-].[Na+] (NaH). Yields the product BrC=1C=C(C=NC1)C(C)N(S(=O)(=O)CC)CC ((rac)-N-(1-(5-Bromopyridin-3-yl)ethyl)-N-ethylethanesulfonamide). RXN SMILES: [Br:1][C:2]1[CH:3]=[C:4]([CH:8]([NH:10][S:11]([CH2:14][CH3:15])(=[O:13])=[O:12])[CH3:9])[CH:5]=[N:6][CH:7]=1.I[CH2:17][CH3:18].[H-].[Na+]>>[Br:1][C:2]1[CH:3]=[C:4]([CH:8]([N:10]([CH2:17][CH3:18])[S:11]([CH2:14][CH3:15])(=[O:12])=[O:13])[CH3:9])[CH:5]=[N:6][CH:7]=1 |f:2.3|. Procedure: In analogy to the procedure described for the preparation of intermediate A-42, N-(1-(5-bromopyridin-3-yl)ethyl)ethanesulfonamide (intermediate A-37) was reacted with iodoethane in presence of NaH (60% in mineral oil) to give the title compound as a yellow oil. MS: 321.0 and 323.1 (M+H+). Reactants: C(C=C)OC=1C=C(C=C(C1)OC)O (3-(allyloxy)-5-methoxyphenol), FC1=CC=C(C=O)C=C1 (4-fluorobenzaldehyde). Product: C(C=C)OC=1C=C(OC2=CC=C(C=O)C=C2)C=C(C1)OC (4-[3-(allyloxy)-5-methoxyphenoxy]benzaldehyde). As a reaction SMILES: [CH2:1]([O:4][C:5]1[CH:6]=[C:7]([OH:13])[CH:8]=[C:9]([O:11][CH3:12])[CH:10]=1)[CH:2]=[CH2:3].F[C:15]1[CH:22]=[CH:21][C:18]([CH:19]=[O:20])=[CH:17][CH:16]=1>>[CH2:1]([O:4][C:5]1[CH:6]=[C:7]([CH:8]=[C:9]([O:11][CH3:12])[CH:10]=1)[O:13][C:15]1[CH:22]=[CH:21][C:18]([CH:19]=[O:20])=[CH:17][CH:16]=1)[CH:2]=[CH2:3]. Reported procedure: The product from Example 90A and 4-fluorobenzaldehyde were processed as in Example 61C to provide the title compound. MS (DCI) m/z 285 (M+H)+. The reactants are ClC1=CC=C(N=N1)C(=O)NCCC(C)C (6-chloro-N-(3-methylbutyl)pyridazine-3-carboxamide), C1(=CC=CC=C1)CCC1CCNCC1 (4-(2-phenylethyl)piperidine). The product is CC(CCNC(=O)C=1N=NC(=CC1)N1CCC(CC1)CCC1=CC=CC=C1)C (N-(3-Methylbutyl)-6-[4-(2-phenylethyl)piperidin-1-yl]pyridazine-3-carboxamide). RXN SMILES: Cl[C:2]1[N:7]=[N:6][C:5]([C:8]([NH:10][CH2:11][CH2:12][CH:13]([CH3:15])[CH3:14])=[O:9])=[CH:4][CH:3]=1.[C:16]1([CH2:22][CH2:23][CH:24]2[CH2:29][CH2:28][NH:27][CH2:26][CH2:25]2)[CH:21]=[CH:20][CH:19]=[CH:18][CH:17]=1>>[CH3:14][CH:13]([CH3:15])[CH2:12][CH2:11][NH:10][C:8]([C:5]1[N:6]=[N:7][C:2]([N:27]2[CH2:28][CH2:29][CH:24]([CH2:23][CH2:22][C:16]3[CH:21]=[CH:20][CH:19]=[CH:18][CH:17]=3)[CH2:25][CH2:26]2)=[CH:3][CH:4]=1)=[O:9]. Procedure: The title compound was prepared in the same manner as described for Example 16 from 6-chloro-N-(3-methylbutyl)pyridazine-3-carboxamide and 4-(2-phenylethyl)piperidine. MS (+ESI) m/z 381 (MH+). Reactants: CCC(C)N, CCOC(=O)c1nc2c(C#N)cnn2c(Cl)c1CCCl. Product: CCOC(=O)c1nc2c(C#N)cnn2c2c1CCN2C(C)CC. As a reaction SMILES: [CH:21]([CH3:22])([CH2:23][CH3:24])[NH2:25].[Cl:1][c:2]1[c:3]([CH2:18][CH2:19][Cl:20])[c:4]([C:13](=[O:14])[O:15][CH2:16][CH3:17])[n:5][c:6]2[n:7]1[n:8][cH:9][c:10]2[C:11]#[N:12]>>[c:2]12[c:3]([c:4]([C:13](=[O:14])[O:15][CH2:16][CH3:17])[n:5][c:6]3[n:7]1[n:8][cH:9][c:10]3[C:11]#[N:12])[CH2:18][CH2:19][N:25]2[CH:21]([CH3:22])[CH2:23][CH3:24]. The reactants are Cn1nc2ccc(C=O)cc2n1, O=C1CSC(=O)N1. The product is Cn1nc2ccc(C=C3SC(=O)NC3=O)cc2n1. As a reaction SMILES: [CH3:1][n:2]1[n:3][c:4]2[c:5]([n:6]1)[cH:7][cH:8][c:9]([CH:11]=[O:12])[cH:10]2.[S:13]1[C:14](=[O:19])[NH:15][C:16](=[O:18])[CH2:17]1>>[CH3:1][n:2]1[n:3][c:4]2[c:5]([n:6]1)[cH:7][cH:8][c:9]([CH:11]=[C:17]1[S:13][C:14](=[O:19])[NH:15][C:16]1=[O:18])[cH:10]2.